From a dataset of the Open Reaction Database (ORD), a public repository of structured organic reaction records. describe an organic reaction: reactants, conditions, products, and yield Reactants: CC(=O)O (HOAc), N12C[C@@H](C(CC1)CC2)OC2=CC=C(N=N2)C=2C=C1C=CNC1=CC2 (5-{6-[(3R)-1-Azabicyclo[2.2.2]oct-3-yloxy]pyridazin-3-yl}-1H-indole), BrN1C(CCC1=O)=O (N-bromosuccinimide). The solvent is CC#N (MeCN), CC#N (MeCN). Run at time 1 hour. The product is BrC1=CNC2=CC=C(C=C12)C1=CC=C(N=N1)O[C@H]1CN2CCC1CC2 ((3R)-3-[6-(3-Bromo-1H-indol-5-yl)-pyridazin-3-yloxy]-1-aza-bicyclo[2.2.2]octane). RXN SMILES: [N:1]12[CH2:8][CH2:7][CH:4]([CH2:5][CH2:6]1)[C@@H:3]([O:9][C:10]1[N:15]=[N:14][C:13]([C:16]3[CH:17]=[C:18]4[C:22](=[CH:23][CH:24]=3)[NH:21][CH:20]=[CH:19]4)=[CH:12][CH:11]=1)[CH2:2]2.CC(O)=O.[Br:29]N1C(=O)CCC1=O>CC#N>[Br:29][C:19]1[C:18]2[C:22](=[CH:23][CH:24]=[C:16]([C:13]3[N:14]=[N:15][C:10]([O:9][C@@H:3]4[CH:4]5[CH2:7][CH2:8][N:1]([CH2:6][CH2:5]5)[CH2:2]4)=[CH:11][CH:12]=3)[CH:17]=2)[NH:21][CH:20]=1. Reported procedure: The product of Example 9B (160 mg, 0.5 mmol) was dissolved in MeCN (10 mL) and treated with HOAc (Sigma, 60 mg, 1 mmol) for 10 min. N-bromosuccinimide (Aldrich, 110 mg, 0.6 mmol) in MeCN (Aldrich, 5 mL) was slowly added over 5 min. The mixture was stirred for 1 hour at ambient temperature and concentrated under vacuum. The title compound was purified by chromatography (SiO2, CH2Cl2:MeOH:NH3.H2O, 90:10:1, Rf. 0.15) as a solid (70 mg, yield, 35%). 1H NMR (300 MHz, CD3OD) δ 1.55-1.62 (m, 1H), 1.70-... Reactants: ClC=1C(=C(C(=C(C(=O)CC(=O)OCC)C1)F)F)F (ethyl (5-chloro-2,3,4-trifluorobenzoyl)-acetate), C(OCC)(OCC)OCC (triethyl orthoformate), C(C)(=O)OC(C)=O (acetic anhydride). The product is ClC=1C(=C(C(=C(C(=O)C(C(=O)OCC)=COCC)C1)F)F)F (ethyl 2-(5-chloro-2,3,4-trifluorobenzoyl)-3-ethoxyacrylate). The yield is 92.3%. As a reaction SMILES: [Cl:1][C:2]1[C:3]([F:18])=[C:4]([F:17])[C:5]([F:16])=[C:6]([CH:15]=1)[C:7]([CH2:9][C:10]([O:12][CH2:13][CH3:14])=[O:11])=[O:8].[CH:19](OCC)(OCC)[O:20][CH2:21][CH3:22].C(OC(=O)C)(=O)C>>[Cl:1][C:2]1[C:3]([F:18])=[C:4]([F:17])[C:5]([F:16])=[C:6]([CH:15]=1)[C:7]([C:9](=[CH:19][O:20][CH2:21][CH3:22])[C:10]([O:12][CH2:13][CH3:14])=[O:11])=[O:8]. Procedure details: 103 g (0.37 mole) of the ester obtained and 83 g (0.56 mole) of triethyl orthoformate are heated with 95 g of acetic anhydride at 150°-160° for 2 hours and then concentrated at 120°-130° under atmospheric pressure and thereafter under high vacuum. 115 g (92% of theory) of ethyl 2-(5-chloro-2,3,4-trifluorobenzoyl)-3-ethoxyacrylate are obtained as an oil. Reaction SMILES: [B-:13]([F:14])([F:15])([F:16])[F:17].[C:44]([CH3:45])([CH3:46])([CH3:47])[c:48]1[cH:49][cH:50][c:51]([CH2:52][NH:53][CH2:54][CH2:55][CH2:56][c:57]2[cH:58][cH:59][cH:60][cH:61][cH:62]2)[cH:63][cH:64]1.[CH:35]([N:36]([CH2:37][CH3:38])[CH:39]([CH3:40])[CH3:41])([CH3:42])[CH3:43].[O:65]=[CH:66][N:67]([CH3:68])[CH3:69].[OH2:70].[n:18]1([O:19][C:20]([N:21]([CH3:22])[CH3:23])=[N+:24]([CH3:25])[CH3:26])[c:27]2[cH:28][cH:29][cH:30][cH:31][c:32]2[n:33][n:34]1.[nH:1]1[cH:2][cH:3][c:4]2[cH:5][cH:6][cH:7][c:8]([C:10](=[O:11])[OH:12])[c:9]12>>[nH:1]1[cH:2][cH:3][c:4]2[cH:5][cH:6][cH:7][c:8]([C:10](=[O:12])[N:53]([CH2:52][c:51]3[cH:50][cH:49][c:48]([C:44]([CH3:45])([CH3:46])[CH3:47])[cH:64][cH:63]3)[CH2:54][CH2:55][CH2:56][c:57]3[cH:58][cH:59][cH:60][cH:61][cH:62]3)[c:9]12. The reactants are F[B-](F)(F)F, CC(C)(C)c1ccc(CNCCCc2ccccc2)cc1, CCN(C(C)C)C(C)C, CN(C)C=O, O, CN(C)C(On1nnc2ccccc21)=[N+](C)C, O=C(O)c1cccc2cc[nH]c12. Yields the product CC(C)(C)c1ccc(CN(CCCc2ccccc2)C(=O)c2cccc3cc[nH]c23)cc1.